This data is from the Open Reaction Database (ORD), a public repository of structured organic reaction records. The task is: describe an organic reaction: reactants, conditions, products, and yield The reactants are FC=1C=C(C=CC1)C(C)=O (1-(3-fluoro-phenyl)-ethanone), [Li+].CC(C)[N-]C(C)C (LDA), BrC1=CC2=C(N(C(=N2)CCl)CC)C=C1 (5-bromo-2-chloromethyl-1-ethyl-1H-benzoimidazole). The solvent is C1CCOC1 (THF), C1CCOC1 (THF). Reaction conditions: time 10 minute. Yields the product BrC1=CC2=C(N(C(=N2)CCC(=O)C2=CC(=CC=C2)F)CC)C=C1 (3-(5-Bromo-1-ethyl-1H-benzoimidazol-2-yl)-1-(3-fluoro-phenyl)-propan-1-one). RXN SMILES: [F:1][C:2]1[CH:3]=[C:4]([C:8](=[O:10])[CH3:9])[CH:5]=[CH:6][CH:7]=1.[Li+].CC([N-]C(C)C)C.[Br:19][C:20]1[CH:32]=[CH:31][C:23]2[N:24]([CH2:29][CH3:30])[C:25]([CH2:27]Cl)=[N:26][C:22]=2[CH:21]=1>C1COCC1>[Br:19][C:20]1[CH:32]=[CH:31][C:23]2[N:24]([CH2:29][CH3:30])[C:25]([CH2:27][CH2:9][C:8]([C:4]3[CH:5]=[CH:6][CH:7]=[C:2]([F:1])[CH:3]=3)=[O:10])=[N:26][C:22]=2[CH:21]=1 |f:1.2|. Procedure: To a solution of 1-(3-fluoro-phenyl)-ethanone (0.55 g, 4.0 mmol) in THF (30 mL) at −78° C. under N2 is added LDA (2M in hexanes, 2.0 mL, 4.0 mmol). After 10 minutes, 5-bromo-2-chloromethyl-1-ethyl-1H-benzoimidazole (1 g, 3.65 mmol) in THF (5 mL) is added. The mixture is stirred at this temperature for an additional 1 hour and is gradually warmed to room temperature. The reaction is then quenched with saturated NH4Cl. The mixture is extracted with ethyl acetate (3×50 mL). Upon drying, the organic...